This data is from the Open Reaction Database (ORD), a public repository of structured organic reaction records. The task is: describe an organic reaction: reactants, conditions, products, and yield Starting materials: C1(=CC=CC=C1)C1=C(C=CC2=CC=CC=C12)C(=O)O (1-phenyl-2-naphthalenecarboxylic acid), O (water), [OH-].[Na+] (sodium hydroxide), O (water), solution, [H-].[Al+3].[Li+].[H-].[H-].[H-] (lithium aluminiumhydride). The solvent is C1CCOC1 (THF), C1CCOC1 (THF), C(C)OCC (diethylether). Conditions: time 30 minute. Yields the product C1(=CC=CC=C1)C1=C(C=CC2=CC=CC=C12)CO ((1-phenyl-2-naphthyl)methanol). Isolated yield 98.2%. As a reaction SMILES: [H-].[Al+3].[Li+].[H-].[H-].[H-].[C:7]1([C:13]2[C:22]3[C:17](=[CH:18][CH:19]=[CH:20][CH:21]=3)[CH:16]=[CH:15][C:14]=2[C:23](O)=[O:24])[CH:12]=[CH:11][CH:10]=[CH:9][CH:8]=1.O.[OH-].[Na+]>C1COCC1.C(OCC)C>[C:7]1([C:13]2[C:22]3[C:17](=[CH:18][CH:19]=[CH:20][CH:21]=3)[CH:16]=[CH:15][C:14]=2[CH2:23][OH:24])[CH:12]=[CH:11][CH:10]=[CH:9][CH:8]=1 |f:0.1.2.3.4.5,8.9|. Procedure: A 1.0M solution of lithium aluminiumhydride in THF (10 ml, 10 mmol) was placed under an atmosphere of nitrogen and a solution of 1-phenyl-2-naphthalenecarboxylic acid (2.4 g, 10 mmol, Synthesis 1983, 105) in dry THF (10 ml) was added dropwise. When addition was complete the mixture was stirred for 30 minutes at ambient temperature and then 30 minutes at reflux. The reaction mixture was allowed to cool and carefully water (0.4 ml), 4N sodium hydroxide (0.4 ml) and water (1.2 ml) were added succes... Reactants: ClC1=C(C(=CC=C1)F)NC=1NC2=C(N1)C=C(C1=C2CC(O1)(C)C)C(=O)O (2-[(2-chloro-6-fluorophenyl)amino]-7,7-dimethyl-7,8-dihydro-1H-furo[3,2-e]benzimidazole-5-carboxylic acid), CCN(C(C)C)C(C)C (DIPEA), S(=O)(Cl)Cl (thionyl chloride), FC(C=1C=C(C=CC1)C1(CC1)N)(F)F (1-[3-(trifluoromethyl)phenyl]cyclopropanamine). The solvent is C1CCOC1 (THF). Yields the product ClC1=C(C(=CC=C1)F)NC1=NC2=C(N1)C=1CC(OC1C(=C2)C(=O)NC2(CC2)C2=CC(=CC=C2)C(F)(F)F)(C)C (2-((2-Chloro-6-fluorophenyl)amino)-7,7-dimethyl-N-(1-(3-(trifluoromethyl)phenyl)cyclopropyl)-7,8-dihydro-1H-benzofuro[4,5-d]imidazole-5-carboxamide). Isolated yield 6.7%. RXN SMILES: [Cl:1][C:2]1[CH:7]=[CH:6][CH:5]=[C:4]([F:8])[C:3]=1[NH:9][C:10]1[NH:11][C:12]2[C:18]3[CH2:19][C:20]([CH3:23])([CH3:22])[O:21][C:17]=3[C:16]([C:24](O)=[O:25])=[CH:15][C:13]=2[N:14]=1.S(Cl)(Cl)=O.[F:31][C:32]([F:44])([F:43])[C:33]1[CH:34]=[C:35]([C:39]2([NH2:42])[CH2:41][CH2:40]2)[CH:36]=[CH:37][CH:38]=1.CCN(C(C)C)C(C)C>C1COCC1>[Cl:1][C:2]1[CH:7]=[CH:6][CH:5]=[C:4]([F:8])[C:3]=1[NH:9][C:10]1[NH:11][C:12]2[C:18]3[CH2:19][C:20]([CH3:23])([CH3:22])[O:21][C:17]=3[C:16]([C:24]([NH:42][C:39]3([C:35]4[CH:36]=[CH:37][CH:38]=[C:33]([C:32]([F:31])([F:43])[F:44])[CH:34]=4)[CH2:41][CH2:40]3)=[O:25])=[CH:15][C:13]=2[N:14]=1. Procedure details: The title compound was prepared by following the procedure described for Example-108 using 2-[(2-chloro-6-fluorophenyl)amino]-7,7-dimethyl-7,8-dihydro-1H-furo[3,2-e]benzimidazole-5-carboxylic acid (Intermediate-15, 0.100 g, 0.266 mmol), thionyl chloride (2.0 mL), 1-[3-(trifluoromethyl)phenyl]cyclopropanamine (Intermediate-44, 0.078 g, 0.388 mmol), THF (5.0 mL) and DIPEA (2 mL). The obtained crude product was purified by column chromatography on basic alumina eluting with 0.7-1.0% MeOH:DCM to aff... Starting materials: Cc1noc(-c2ccc(Br)cc2)c1N, [BH3-]C#N, O=CCCc1ccccc1, ClCCl, [Na+]. Product: Cc1noc(-c2ccc(Br)cc2)c1NCCCc1ccccc1. Reaction SMILES: [Br:1][c:2]1[cH:3][cH:4][c:5](-[c:8]2[c:9]([NH2:14])[c:10]([CH3:13])[n:11][o:12]2)[cH:6][cH:7]1.[C:25]([BH3-:26])#[N:27].[CH:15]([CH2:16][CH2:17][c:18]1[cH:19][cH:20][cH:21][cH:22][cH:23]1)=[O:24].[Cl:29][CH2:30][Cl:31].[Na+:28]>>[Br:1][c:2]1[cH:3][cH:4][c:5](-[c:8]2[c:9]([NH:14][CH2:15][CH2:16][CH2:17][c:18]3[cH:19][cH:20][cH:21][cH:22][cH:23]3)[c:10]([CH3:13])[n:11][o:12]2)[cH:6][cH:7]1. Starting materials: Cc1cc(C)c(CCl)c(C)c1, ClCCl, Nc1ncccc1O, [Na+], [OH-]. The product is Cc1cc(C)c(COc2cccnc2N)c(C)c1. Reaction SMILES: [CH3:1][c:2]1[c:3]([CH2:4][Cl:5])[c:6]([CH3:11])[cH:7][c:8]([CH3:10])[cH:9]1.[Cl:22][CH2:23][Cl:24].[NH2:12][c:13]1[n:14][cH:15][cH:16][cH:17][c:18]1[OH:19].[Na+:21].[OH-:20]>>[CH3:1][c:2]1[c:3]([CH2:4][O:19][c:18]2[c:13]([NH2:12])[n:14][cH:15][cH:16][cH:17]2)[c:6]([CH3:11])[cH:7][c:8]([CH3:10])[cH:9]1.